describe an organic reaction: reactants, conditions, products, and yield From a dataset of the Open Reaction Database (ORD), a public repository of structured organic reaction records. Reactants: O=S(=O)(Cl)c1ccc(Br)s1, CN, C1CCOC1, C1CCOC1, O. Product: CNS(=O)(=O)c1ccc(Br)s1. Reaction SMILES: [Br:1][c:2]1[cH:3][cH:4][c:5]([S:7](=[O:8])(=[O:9])[Cl:10])[s:6]1.[CH3:16][NH2:17].[O:11]1[CH2:12][CH2:13][CH2:14][CH2:15]1.[O:18]1[CH2:19][CH2:20][CH2:21][CH2:22]1.[OH2:23]>>[Br:1][c:2]1[cH:3][cH:4][c:5]([S:7](=[O:8])(=[O:9])[NH:17][CH3:16])[s:6]1. Product: ClC1=CC=C(C=C1)C1=NC(=NC(=C1)C(F)(F)F)C1=CC(=NC=C1)C1=CC=NC=C1 (4-[4-(4-Chloro-phenyl)-6-trifluoromethyl-pyrimidin-2-yl]-[2,4′]bipyridinyl), solid. Yield: 29.0%. Starting materials: ClC1=CC=C(C=C1)C1=NC(=NC(=C1)C(F)(F)F)C1=CC(=NC=C1)Cl (4-(4-chloro-phenyl)-2-(2-chloro-pyridin-4-yl)-6-trifluoromethyl-pyrimidine), N1=CC=C(C=C1)B(O)O (4-pyridineboronic acid). Procedure details: The title compound was prepared from 4-(4-chloro-phenyl)-2-(2-chloro-pyridin-4-yl)-6-trifluoromethyl-pyrimidine (example E.5) (0.185 g, 0.5 mmol) and commercially available 4-pyridineboronic acid (0.08 g, 0.65 mmol) according to the general procedure VI. Obtained as a light yellow solid (0.06 g, 29%). MS (ISP) 413.0 [(M+H)+]; mp 193° C. Reaction SMILES: [Cl:1][C:2]1[CH:7]=[CH:6][C:5]([C:8]2[CH:13]=[C:12]([C:14]([F:17])([F:16])[F:15])[N:11]=[C:10]([C:18]3[CH:23]=[CH:22][N:21]=[C:20](Cl)[CH:19]=3)[N:9]=2)=[CH:4][CH:3]=1.[N:25]1[CH:30]=[CH:29][C:28](B(O)O)=[CH:27][CH:26]=1>>[Cl:1][C:2]1[CH:3]=[CH:4][C:5]([C:8]2[CH:13]=[C:12]([C:14]([F:17])([F:15])[F:16])[N:11]=[C:10]([C:18]3[CH:23]=[CH:22][N:21]=[C:20]([C:28]4[CH:29]=[CH:30][N:25]=[CH:26][CH:27]=4)[CH:19]=3)[N:9]=2)=[CH:6][CH:7]=1. The reactants are C(C)(C)(C)OC(=O)[C@@]1(CN(C([C@@H]1CC=C)=O)[C@H](C)C1=CC=CC=C1)CC=C ((3S,4R)-3,4-diallyl-5-oxo-1-[(1R)-1-phenylethyl]pyrrolidine-3-carboxylic acid tert-butyl ester). Reagents/catalysts: Cl[Ru]([P](C1CCCCC1)(C2CCCCC2)C3CCCCC3)(=CC4=CC=CC=C4)(Cl)=C5N(C6=C(C)C=C(C)C=C6C)CCN5C7=C(C)C=C(C)C=C7C (Second Generation Grubbs' catalyst). The solvent is ClCCl (dichloromethane). Reaction conditions: time 1 hour. Product: C(C)(C)(C)OC(=O)[C@]12CC=CC[C@H]2C(N(C1)[C@H](C)C1=CC=CC=C1)=O ([(1S,6R)-7-Oxo-8-[(1R)-1-phenylethyl]-8-azabicyclo[4.3.0]non-3-en-1-yl]carboxylic acid tert-butyl ester). Yield: 87.2%. As a reaction SMILES: [C:1]([O:5][C:6]([C@@:8]1([CH2:25]C=C)[C@@H:12]([CH2:13][CH:14]=[CH2:15])[C:11](=[O:16])[N:10]([C@@H:17]([C:19]2[CH:24]=[CH:23][CH:22]=[CH:21][CH:20]=2)[CH3:18])[CH2:9]1)=[O:7])([CH3:4])([CH3:3])[CH3:2]>Cl[Ru](=C1N(C2C(C)=CC(C)=CC=2C)CCN1C1C(C)=CC(C)=CC=1C)(Cl)(=CC1C=CC=CC=1)[P](C1CCCCC1)(C1CCCCC1)C1CCCCC1.ClCCl>[C:1]([O:5][C:6]([C@:8]12[CH2:9][N:10]([C@@H:17]([C:19]3[CH:24]=[CH:23][CH:22]=[CH:21][CH:20]=3)[CH3:18])[C:11](=[O:16])[C@@H:12]1[CH2:13][CH:14]=[CH:15][CH2:25]2)=[O:7])([CH3:3])([CH3:2])[CH3:4] |^1:60|. Reported procedure: The Second Generation Grubbs' catalyst (91.9 mg, 0.108 mmol) was added to a solution of (3S,4R)-3,4-diallyl-5-oxo-1-[(1R)-1-phenylethyl]pyrrolidine-3-carboxylic acid tert-butyl ester (2.00 g, 5.41 mmol) in dichloromethane (54.1 mL) in a nitrogen atmosphere, and the mixture was stirred at room temperature for one hour. The reaction solution was concentrated under reduced pressure. The resulting residue was purified by silica gel column chromatography (hexane:ethyl acetate=100:0→90:10→80:20→75:25→... The reactants are C[S@@](=NC(C1=CN=CC(=C1)C#C[Si](C)(C)C)=O)(C1=CC=CC=C1)=O ((S)—N-[methyl(oxo)phenyl-λ6-sulfanylidene]-5-[(trimethylsilyl)ethynyl]nicotinamide), BrC=1C=C2C(C(NC2=CC1)=O)=O (5-bromoisatin). Product: O=C1NC2=CC=C(C=C2C1=O)C#CC=1C=NC=C(C(=O)N=[S@](C2=CC=CC=C2)(=O)C)C1 ((S)-5-[(2,3-dioxo-2,3-dihydro-1H-indol-5-yl)ethynyl]-N-[methyl(oxo)phenyl-λ6-sulfanylidene]nicotinamide). Isolated yield 22.2%. Reaction SMILES: [CH3:1][S@:2](=[O:24])([C:18]1[CH:23]=[CH:22][CH:21]=[CH:20][CH:19]=1)=[N:3][C:4](=[O:17])[C:5]1[CH:10]=[C:9]([C:11]#[C:12][Si](C)(C)C)[CH:8]=[N:7][CH:6]=1.Br[C:26]1[CH:27]=[C:28]2[C:32](=[CH:33][CH:34]=1)[NH:31][C:30](=[O:35])[C:29]2=[O:36]>>[O:35]=[C:30]1[C:29](=[O:36])[C:28]2[C:32](=[CH:33][CH:34]=[C:26]([C:12]#[C:11][C:9]3[CH:8]=[N:7][CH:6]=[C:5]([CH:10]=3)[C:4]([N:3]=[S@@:2]([CH3:1])(=[O:24])[C:18]3[CH:23]=[CH:22][CH:21]=[CH:20][CH:19]=3)=[O:17])[CH:27]=2)[NH:31]1. Procedure: In a manner similar to that described in Example 443, (S)—N-[methyl(oxo)phenyl-λ6-sulfanylidene]-5-[(trimethylsilyl)ethynyl]nicotinamide (150 mg, 0.42 mmol) and 5-bromoisatin (116 mg, 0.46 mmol) were reacted to give the title compound as a reddish oil (40 mg).